From a dataset of the Open Reaction Database (ORD), a public repository of structured organic reaction records. describe an organic reaction: reactants, conditions, products, and yield The reactants are N-oxide, FC(C(=O)OC(C(F)(F)F)=O)(F)F (TFAA), CCC=1C=CC(=NC1)CCOC=2C=CC(=CC2)CC3C(=O)NC(=O)S3 (pioglitazone), FC(C(=O)OC(C(F)(F)F)=O)(F)F (trifluoroacetic anhydride). Run in C(Cl)Cl (CH2Cl2). Conditions: temperature 50 celsius, time 24 hour. Yields the product C(C)C=1C=CC(=NC1)C(COC1=CC=C(C=C1)CC1C(NC(S1)=O)=O)O (5-({p-[2-(5-ethylpyridin-2-yl)-2-hydroxyethoxy]phenyl}methyl)-1,3-thiazolidine-2,4-dione). Reaction SMILES: [CH3:1][CH2:2][C:3]1[CH:4]=[CH:5][C:6]([CH2:9][CH2:10][O:11][C:12]2[CH:13]=[CH:14][C:15]([CH2:18][CH:19]3[S:25][C:23](=[O:24])[NH:22][C:20]3=[O:21])=[CH:16][CH:17]=2)=[N:7][CH:8]=1.FC(F)(F)C(OC(=O)C(F)(F)F)=[O:29]>C(Cl)Cl>[CH2:2]([C:3]1[CH:4]=[CH:5][C:6]([CH:9]([OH:29])[CH2:10][O:11][C:12]2[CH:17]=[CH:16][C:15]([CH2:18][CH:19]3[S:25][C:23](=[O:24])[NH:22][C:20]3=[O:21])=[CH:14][CH:13]=2)=[N:7][CH:8]=1)[CH3:1]. Procedure: The N-oxide of racemic pioglitazone (935 mg, 2.54 mmol) was suspended in 12 mL CH2Cl2, then trifluoroacetic anhydride (TFAA, 1.49 mL, 12.69 mmol., 5 equiv.) was added and the reaction mixture was shaken at 50° C. After 24 h, an additional equivalent of TFAA was added and the vial was shaken for another 24 h. After the solvent and excess TFAA were evaporated, the resuting light yellow residue (1.922 g) was dissolved in 5 mL tetrahydrofuran (THF), and next a saturated NaHCO3 aqueous solution was a... Starting materials: O=C1C2=CC=CC=C2C2(CCCCC2C1)C(=O)OC (Methyl 1,3,4,9,10,10a-hexahydro-9-oxo-4a(2H)-phenanthrenecarboxylate), C[Si]([O-])(C)C.[K+] (potassium trimethylsilanolate). Solvent: C1CCOC1 (THF). Product: O=C1C2=CC=CC=C2C2(CCCCC2C1)C(=O)O (1,3,4,9,10,10a-Hexahydro-9-oxo-4a(2H)-phenanthrene carboxylic acid). Yield: 77.6%. Reaction SMILES: [O:1]=[C:2]1[CH2:15][CH:14]2[C:9]([C:16]([O:18]C)=[O:17])([CH2:10][CH2:11][CH2:12][CH2:13]2)[C:8]2[C:3]1=[CH:4][CH:5]=[CH:6][CH:7]=2.C[Si](C)(C)[O-].[K+]>C1COCC1>[O:1]=[C:2]1[CH2:15][CH:14]2[C:9]([C:16]([OH:18])=[O:17])([CH2:10][CH2:11][CH2:12][CH2:13]2)[C:8]2[C:3]1=[CH:4][CH:5]=[CH:6][CH:7]=2 |f:1.2|. Procedure details: A solution of the compound from Example 51 (1.5 g, 5.8 mmol) and potassium trimethylsilanolate (1.5 g, 11.6 mmol) in 25 ml THF was refluxed 60 hours. Workup as before and chromatography on silica gel gave the title compound (1.1 g, 78%). Starting materials: C[C@@H]([C@H]([C@H](CC=O)N)O)O (daunosamine), Cl (hydrogen chloride), FC(C(=O)OC(C(F)(F)F)=O)(F)F (trifluoroacetic anhydride), 2,3,6-trideoxy-1-trifluoroacetoxy-3-trifluoroacetamido-4-trifluoroacetoxy-L-lyxopyranose. The solvent is C(C)OCC (diethyl ether), C(C)OCC (diethyl ether). Run at time 1 hour. Yields the product Cl[C@]1(O)C[C@@H]([C@](O)([C@@H](O1)C)OC(C(F)(F)F)=O)NC(C(F)(F)F)=O (1-chloro-2,3,6-trideoxy-3-trifluoroacetamido-4-trifluoroacetoxy-α-L-lyxohexopyranose). Reaction SMILES: [CH3:1][C@H:2]([OH:10])[C@@H:3]([OH:9])[C@@H:4]([NH2:8])[CH2:5][CH:6]=[O:7].FC(F)(F)C([O:15][C:16](=[O:21])[C:17]([F:20])([F:19])[F:18])=O.[ClH:24]>C(OCC)C>[Cl:24][C@:6]1([O:10][C@@H:2]([CH3:1])[C@@:3]([O:15][C:16](=[O:21])[C:17]([F:18])([F:19])[F:20])([OH:9])[C@@H:4]([NH:8][C:16](=[O:15])[C:17]([F:20])([F:19])[F:18])[CH2:5]1)[OH:7]. Procedure details: One gram of daunosamine (II) hydrochloride was suspended in anhydrous diethyl ether and treated at 0° C. with 8 ml. of trifluoroacetic anhydride. After allowing the suspension to stand for two hours at 0° C. and one hour at room temperature, the solvent was removed under reduced pressure and the residue was crystallized from dichloromethane to yield 1.1 g. of 2,3,6-trideoxy-1-trifluoroacetoxy-3-trifluoroacetamido-4-trifluoroacetoxy-L-lyxopyranose (IIA), having a m.p. of 132°-134° C. and a mass s... Starting materials: COCOC1=CC2=C(C(C(CO2)(C)C2=CC=C(C=C2)OCOC)=O)C=C1 (7-Methoxymethyloxy-3-[4-(methoxymethyloxy)phenyl]-3-methyl-2,3-dihydro-4H-benzopyran-4-one), C[Si](C)(C)OC1=CC(=CC=C1)Br (3-bromophenyl trimethylsilyl ether), [Mg] (magnesium). Run in O1CCCC1 (tetrahydrofuran), O1CCCC1 (tetrahydrofuran). Conditions: temperature 0 celsius. Product: 3-bromomagnesium phenyl trimethylsilyl ether, OC1(C(COC2=C1C=CC(=C2)OCOC)(C)C2=CC=C(C=C2)OCOC)C2=CC(=CC=C2)O ((3RS,4RS)-4-hydroxy-4-(3-hydroxyphenyl)-7-methoxymethyloxy-3-[4-(methoxymethyloxy)phenyl]-3-methyl-2,3-dihydro-4H-benzopyran). Yield: 66.9%. As a reaction SMILES: C[Si]([O:5][C:6]1[CH:11]=[CH:10][CH:9]=[C:8](Br)[CH:7]=1)(C)C.[Mg].[CH3:14][O:15][CH2:16][O:17][C:18]1[CH:39]=[CH:38][C:21]2[C:22](=[O:37])[C:23]([C:27]3[CH:32]=[CH:31][C:30]([O:33][CH2:34][O:35][CH3:36])=[CH:29][CH:28]=3)([CH3:26])[CH2:24][O:25][C:20]=2[CH:19]=1>O1CCCC1>[OH:37][C:22]1([C:8]2[CH:9]=[CH:10][CH:11]=[C:6]([OH:5])[CH:7]=2)[C:21]2[CH:38]=[CH:39][C:18]([O:17][CH2:16][O:15][CH3:14])=[CH:19][C:20]=2[O:25][CH2:24][C:23]1([C:27]1[CH:32]=[CH:31][C:30]([O:33][CH2:34][O:35][CH3:36])=[CH:29][CH:28]=1)[CH3:26]. Procedure: Under argon atmosphere 3-bromomagnesium phenyl trimethylsilyl ether was prepared from 3-bromophenyl trimethylsilyl ether (3 g, 12.24 mmol) and magnesium turning (300 mg, 12.34 mmol) in dry tetrahydrofuran (10 ml) and cooled to 0° C. 7-Methoxymethyloxy-3-[4-(methoxymethyloxy)phenyl]-3-methyl-2,3-dihydro-4H-benzopyran-4-one (900 mg, 2.51 mmol) dissolved in dry tetrahydrofuran (5 ml) was slowly added dropwise thereto and then refluxed for 12 hours. The reaction mixture was cooled to room temperatur...